Task: describe an organic reaction: reactants, conditions, products, and yield. Dataset: the Open Reaction Database (ORD), a public repository of structured organic reaction records The solvent is C[O-].[Na+] (sodium methoxide). Isolated yield 77.0%. Procedure: To a solution of 2-amino-6-chloro-9-[2-(2,2-dimethyl-1,3-dioxan-5-yl)ethyl]purine (0.28 g, 0.9 mmol) in methanol (2.5 ml), methanolic sodium methoxide (1M, 1.0 ml) was added and the solution was stirred at 50° for 1.5 hours. The solution was allowed to cool and hydrochloric acid (5M, 0.2 ml) and water (0.4 ml) were added. After 15 minutes the solution was neutralised with 10% aqueous sodium hydroxide. Silica gel was added and the solvent removed. Column chromatography on silica gel eluting with ... Conditions: time 1.5 hour. The reactants are NC1=NC(=C2N=CN(C2=N1)CCC1COC(OC1)(C)C)Cl (2-amino-6-chloro-9-[2-(2,2-dimethyl-1,3-dioxan-5-yl)ethyl]purine), CO (methanol), [OH-].[Na+] (sodium hydroxide), Cl (hydrochloric acid), O (water). Reaction SMILES: [NH2:1][C:2]1[N:10]=[C:9]2[C:5]([N:6]=[CH:7][N:8]2[CH2:11][CH2:12][CH:13]2[CH2:18][O:17]C(C)(C)[O:15][CH2:14]2)=[C:4](Cl)[N:3]=1.Cl.[OH2:23].[OH-].[Na+].[CH3:26]O>C[O-].[Na+]>[NH2:1][C:2]1[N:10]=[C:9]2[C:5]([N:6]=[CH:7][N:8]2[CH2:11][CH2:12][CH:13]([CH2:14][OH:15])[CH2:18][OH:17])=[C:4]([O:23][CH3:26])[N:3]=1 |f:3.4,6.7|. Yields the product NC1=NC(=C2N=CN(C2=N1)CCC(CO)CO)OC (2-amino-9-(4-hydroxy-3-hydroxymethylbut-1-yl)-6-methoxypurine). Starting materials: CON(C(=O)C1=CN(C2=CC=CC=C2C1=O)CC1=NC(=CC=C1)Br)C (1-(6-bromo-pyridin-2-ylmethyl)-4-oxo-1,4-dihydro-quinoline-3-carboxylic acid methoxy-methyl-amide), white powder, IC1=CC(=C(C=C1)OCCOC)C (4-iodo-1-(2-methoxy-ethoxy)-2-methyl-benzene), C(C)(C)[Mg]Cl (isopropylmagnesium chloride). The solvent is C1CCOC1 (THF), C1CCOC1 (THF). Product: BrC1=CC=CC(=N1)CN1C=C(C(C2=CC=CC=C12)=O)C(C1=CC(=C(C=C1)OCCOC)C)=O (1-(6-Bromo-pyridin-2-ylmethyl)-3-[4-(2-methoxy-ethoxy)-3-methyl-benzoyl]-1H-quinolin-4-one). RXN SMILES: CON(C)[C:4]([C:6]1[C:15](=[O:16])[C:14]2[C:9](=[CH:10][CH:11]=[CH:12][CH:13]=2)[N:8]([CH2:17][C:18]2[CH:23]=[CH:22][CH:21]=[C:20]([Br:24])[N:19]=2)[CH:7]=1)=[O:5].I[C:27]1[CH:32]=[CH:31][C:30]([O:33][CH2:34][CH2:35][O:36][CH3:37])=[C:29]([CH3:38])[CH:28]=1.C([Mg]Cl)(C)C>C1COCC1>[Br:24][C:20]1[N:19]=[C:18]([CH2:17][N:8]2[C:9]3[C:14](=[CH:13][CH:12]=[CH:11][CH:10]=3)[C:15](=[O:16])[C:6]([C:4](=[O:5])[C:27]3[CH:32]=[CH:31][C:30]([O:33][CH2:34][CH2:35][O:36][CH3:37])=[C:29]([CH3:38])[CH:28]=3)=[CH:7]2)[CH:23]=[CH:22][CH:21]=1. Reported procedure: Experimental conditions analogous to those described for Step 6 of Example 60 from 120 mg (0.30 mmol) of 1-(6-bromo-pyridin-2-ylmethyl)-4-oxo-1,4-dihydro-quinoline-3-carboxylic acid methoxy-methyl-amide in 2 mL THF and 192 mg (0.66 mmol) of 4-iodo-1-(2-methoxy-ethoxy)-2-methyl-benzene in 2 mL THF with 0.34 mL 2M isopropylmagnesium chloride. Yield: 39 mg of a white powder. LC-MSD, m/z for C26H23BrN2O4 [M+H]+=507.0, 509.0; HPLC retention time: 2.5 min.